Dataset: the Open Reaction Database (ORD), a public repository of structured organic reaction records. Task: describe an organic reaction: reactants, conditions, products, and yield The reactants are COC=1C=C2C(=NC=NC2=CC1OC)N1CCN(CC1)C(=C[N+](=O)[O-])SC (6,7-Dimethoxy-4-[4-(1-methylthio-2-nitrovinyl)-1-piperazinyl]quinazoline), NCC1=CC=NC=C1 (4-aminomethylpyridine). Solvent: N1=CC=CC=C1 (pyridine). Run at temperature 80 celsius. Yields the product COC=1C=C2C(=NC=NC2=CC1OC)N1CCN(CC1)C(=C[N+](=O)[O-])NCC1=CC=NC=C1 (6,7-Dimethoxy-4-{4-[2-nitro-1-(4-pyridylmethylamino)vinyl]-1-piperazinyl}quinazoline). Yield: 15.5%. Reaction SMILES: [CH3:1][O:2][C:3]1[CH:4]=[C:5]2[C:10](=[CH:11][C:12]=1[O:13][CH3:14])[N:9]=[CH:8][N:7]=[C:6]2[N:15]1[CH2:20][CH2:19][N:18]([C:21](SC)=[CH:22][N+:23]([O-:25])=[O:24])[CH2:17][CH2:16]1.[NH2:28][CH2:29][C:30]1[CH:35]=[CH:34][N:33]=[CH:32][CH:31]=1>N1C=CC=CC=1>[CH3:1][O:2][C:3]1[CH:4]=[C:5]2[C:10](=[CH:11][C:12]=1[O:13][CH3:14])[N:9]=[CH:8][N:7]=[C:6]2[N:15]1[CH2:20][CH2:19][N:18]([C:21]([NH:28][CH2:29][C:30]2[CH:35]=[CH:34][N:33]=[CH:32][CH:31]=2)=[CH:22][N+:23]([O-:25])=[O:24])[CH2:17][CH2:16]1. Procedure: To a pyridine solution (10 mL) of Compound 58 produced in Example 58 (730 mg, 1.87 mmol), 4-aminomethylpyridine (0.57 mL, 5.61 mmol) was added, followed by stirring in argon atmosphere under heating at 80° C. for 5 hours. After the reaction solution was allowed to stand for cooling, the solvent was evaporated, and the resulting residue was purified by silica gel column chromatography to give the target compound (130 mg, 0.29 mmol). Starting materials: Cl.N1=C(C=CC=C1)N(C(=O)C1=CC2=C(N(C(=N2)CNC2=CC=C(C=C2)C(N)=N)C)C=C1)CCC(=O)OC (1-methyl-2-[N-(4-amidinophenyl)aminomethyl]benzimidazol-5-yl-carboxylic acid-N-(2-pyridyl)-N-(2-methoxycarbonylethyl)amide hydrochloride), ClC(=O)OCCCCCCCC (n-octyl chloroformate), C35H43N7O5. Run in ClCCl.CO (dichloromethane methanol). Product: N1=C(C=CC=C1)N(C(=O)C1=CC2=C(N(C(=N2)CNC2=CC=C(C=C2)C(NC(=O)OCCCCCCCC)=N)C)C=C1)CCC(=O)OC (1-Methyl-2-[N-[4-(N-n-octyloxycarbonylamidino)phenyl]aminomethyl]benzimidazol-5-yl-carboxylic acid-N-(2-pyridyl)-N-(2-methoxycarbonylethyl)amide). Isolated yield 57.0%. RXN SMILES: Cl.[N:2]1[CH:7]=[CH:6][CH:5]=[CH:4][C:3]=1[N:8]([CH2:32][CH2:33][C:34]([O:36][CH3:37])=[O:35])[C:9]([C:11]1[CH:31]=[CH:30][C:14]2[N:15]([CH3:29])[C:16]([CH2:18][NH:19][C:20]3[CH:25]=[CH:24][C:23]([C:26](=[NH:28])[NH2:27])=[CH:22][CH:21]=3)=[N:17][C:13]=2[CH:12]=1)=[O:10].Cl[C:39]([O:41][CH2:42][CH2:43][CH2:44][CH2:45][CH2:46][CH2:47][CH2:48][CH3:49])=[O:40]>ClCCl.CO>[N:2]1[CH:7]=[CH:6][CH:5]=[CH:4][C:3]=1[N:8]([CH2:32][CH2:33][C:34]([O:36][CH3:37])=[O:35])[C:9]([C:11]1[CH:31]=[CH:30][C:14]2[N:15]([CH3:29])[C:16]([CH2:18][NH:19][C:20]3[CH:25]=[CH:24][C:23]([C:26](=[NH:27])[NH:28][C:39]([O:41][CH2:42][CH2:43][CH2:44][CH2:45][CH2:46][CH2:47][CH2:48][CH3:49])=[O:40])=[CH:22][CH:21]=3)=[N:17][C:13]=2[CH:12]=1)=[O:10] |f:0.1,3.4|. Reported procedure: Prepared analogously to Example 90 from 1-methyl-2-[N-(4-amidinophenyl)aminomethyl]benzimidazol-5-yl-carboxylic acid-N-(2-pyridyl)-N-(2-methoxycarbonylethyl)amide hydrochloride and n-octyl chloroformate. Yield: 57% of theory, C35H43N7O5 (641.8); Rf value: 0.60 (silica gel; dichloromethane/methanol=9:1); EKA mass spectrum: (M+H)+=642; (M+H+Na)++=332.8; (M+Na)+=664. The reactants are C(C)(C)(C)OC(=O)N1C(=CC2=C1N=C(N=C2Cl)C2=CC=CC=C2)CBr (6-Bromomethyl-4-chloro-2-phenylpyrrolo[2,3-d]pyrimidine-7-carboxylic acid tert-butyl ester), Na2HPO4, NaH2PO4, CCO (EtOH). Run in CS(=O)C (DMSO), O (H2O). Run at temperature 48 celsius, time 1 hour. The product is C(C)(C)(C)OC(=O)N1C(=CC2=C1N=C(N=C2Cl)C2=CC=CC=C2)C=O (4-Chloro-6-formyl-2-phenylpyrrolo[2,3-d]pyrimidine-7-carboxylic acid tert-butyl ester). As a reaction SMILES: [C:1]([O:5][C:6]([N:8]1[C:12]2[N:13]=[C:14]([C:18]3[CH:23]=[CH:22][CH:21]=[CH:20][CH:19]=3)[N:15]=[C:16]([Cl:17])[C:11]=2[CH:10]=[C:9]1[CH2:24]Br)=[O:7])([CH3:4])([CH3:3])[CH3:2].CC[OH:28]>CS(C)=O.O>[C:1]([O:5][C:6]([N:8]1[C:12]2[N:13]=[C:14]([C:18]3[CH:23]=[CH:22][CH:21]=[CH:20][CH:19]=3)[N:15]=[C:16]([Cl:17])[C:11]=2[CH:10]=[C:9]1[CH:24]=[O:28])=[O:7])([CH3:4])([CH3:3])[CH3:2]. Reported procedure: A suspension of the bromide 7 (2.00 g, 4.73 mmol), Na2HPO4 (806 mg, 5.68 mmol) and NaH2PO4 (227 mg, 1.89 mmol) in DMSO (50 mL) is heated under nitrogen to 48° C. After 1 h, all solids are dissolved, and the reaction is continued for 2 h. The solution is then poured in H2O (600 mL), and the mixture is extracted with EtOAc (2×150 mL). The combined EtOAc layers are washed with H2O (3×400 mL) and brine and dried over MgSO4. Filtration and concentration yields a yellow solid, which is triturated with... Starting materials: COC(=O)[C@H]1[C@H](CCC1)N(C(CC1=NS(C2=C(N1)C=CC(=C2)NS(=O)(=O)C)(=O)=O)=O)CC2=CC(=C(C=C2)F)Cl ((1R,2S)-2-{(3-Chloro-4-fluoro-benzyl)-[2-(7-methanesulfonylamino-1,1-dioxo-1,4-dihydro-1λ6-benzo[1,2,4]thiadiazin-3-yl)-acetyl]-amino}-cyclopentanecarboxylic acid methyl ester), [O-]CC.[Na+] (sodium ethoxide). Solvent: C(C)O (ethanol), C(C)O (ethanol). Run at temperature 60 celsius. The product is ClC=1C=C(CN2C(C(=C([C@@H]3CCC[C@H]23)O)C2=NS(C3=C(N2)C=CC(=C3)NS(=O)(=O)C)(=O)=O)=O)C=CC1F ((4aR,7aS)-N-{3-[1-(3-chloro-4-fluoro-benzyl)-4-hydroxy-2-oxo-2,4a,5,6,7,7a-hexahydro-1H-[1]pyrindin-3-yl]-1,1-dioxo-1,4-dihydro-1λ6-benzo[1,2,4]thiadiazin-7-yl}-methanesulfonamide). The yield is 61.7%. RXN SMILES: C[O:2][C:3]([C@@H:5]1[CH2:9][CH2:8][CH2:7][C@@H:6]1[N:10]([CH2:31][C:32]1[CH:37]=[CH:36][C:35]([F:38])=[C:34]([Cl:39])[CH:33]=1)[C:11](=[O:30])[CH2:12][C:13]1[NH:18][C:17]2[CH:19]=[CH:20][C:21]([NH:23][S:24]([CH3:27])(=[O:26])=[O:25])=[CH:22][C:16]=2[S:15](=[O:29])(=[O:28])[N:14]=1)=O.[O-]CC.[Na+]>C(O)C>[Cl:39][C:34]1[CH:33]=[C:32]([CH:37]=[CH:36][C:35]=1[F:38])[CH2:31][N:10]1[C@@H:6]2[C@@H:5]([CH2:9][CH2:8][CH2:7]2)[C:3]([OH:2])=[C:12]([C:13]2[NH:18][C:17]3[CH:19]=[CH:20][C:21]([NH:23][S:24]([CH3:27])(=[O:25])=[O:26])=[CH:22][C:16]=3[S:15](=[O:29])(=[O:28])[N:14]=2)[C:11]1=[O:30] |f:1.2|. Procedure: (1R,2S)-2-{(3-Chloro-4-fluoro-benzyl)-[2-(7-methanesulfonylamino-1,1-dioxo-1,4-dihydro-1λ6-benzo[1,2,4]thiadiazin-3-yl)-acetyl]-amino}-cyclopentanecarboxylic acid methyl ester (crude from Example 11b, 0.252 g, 0.42 mmol) was dissolved in ethanol (8.4 mL), followed by addition of a 21% w/w solution of sodium ethoxide in ethanol (0.545 mL, 1.68 mmol), and heated to 60° C. for 1 h. Upon cooling, the reaction mixture was then quenched with 1.0 M aqueous hydrochloric acid solution (2 mL) and extracte... The reactants are CCC(CC)CBr, CCCOC(=O)C1CCCCC1, C1CCOC1, CCCCCC, C1CCC(NC2CCCCC2)CC1, Cl, O. The product is CCCOC(=O)C1(CC(CC)CC)CCCCC1. As a reaction SMILES: [Br:32][CH2:33][CH:34]([CH2:35][CH3:36])[CH2:37][CH3:38].[CH2:20]([CH2:21][CH3:22])[O:23][C:24](=[O:25])[CH:26]1[CH2:27][CH2:28][CH2:29][CH2:30][CH2:31]1.[CH2:40]1[O:41][CH2:42][CH2:43][CH2:44]1.[CH3:14][CH2:15][CH2:16][CH2:17][CH2:18][CH3:19].[CH:1]1([NH:2][CH:3]2[CH2:4][CH2:5][CH2:6][CH2:7][CH2:8]2)[CH2:9][CH2:10][CH2:11][CH2:12][CH2:13]1.[ClH:39].[OH2:45]>>[CH2:20]([CH2:21][CH3:22])[O:23][C:24](=[O:25])[C:26]1([CH2:33][CH:34]([CH2:35][CH3:36])[CH2:37][CH3:38])[CH2:27][CH2:28][CH2:29][CH2:30][CH2:31]1. The reactants are CC1=CC=C(C=C1)S(=O)(=O)OC1CN(CC1)C(=O)OCC1=CC=CC=C1 (benzyl 3-(p-methylbenzenesulfonyloxy)pyrrolidine-1-carboxylate), [C-]#N.[Na+] (sodium cyanide). The solvent is [Cl-].[Na+].O (brine), CS(=O)C (DMSO). Reaction conditions: temperature 80 celsius. Product: C(#N)C1CN(CC1)C(=O)OCC1=CC=CC=C1 (benzyl 3-cyanopyrrolidine-1-carboxylate). The yield is 83.0%. RXN SMILES: CC1C=CC(S(O[CH:12]2[CH2:16][CH2:15][N:14]([C:17]([O:19][CH2:20][C:21]3[CH:26]=[CH:25][CH:24]=[CH:23][CH:22]=3)=[O:18])[CH2:13]2)(=O)=O)=CC=1.[C-:27]#[N:28].[Na+]>CS(C)=O.[Cl-].[Na+].O>[C:27]([CH:12]1[CH2:16][CH2:15][N:14]([C:17]([O:19][CH2:20][C:21]2[CH:22]=[CH:23][CH:24]=[CH:25][CH:26]=2)=[O:18])[CH2:13]1)#[N:28] |f:1.2,4.5.6|. Procedure details: To a solution of 13.4 g (35.7 mmol) of benzyl 3-(p-methylbenzenesulfonyloxy)pyrrolidine-1-carboxylate in 49 mL of DMSO were added 2.58 g (50.6 mmol) of finely powdered sodium cyanide. The reaction mixture was heated at 80° C. for 3.5 hours and then cooled to room temperature. The crude was diluted with 100 mL of brine and extracted with diethyl ether (5×250 mL). The extracts were combined, washed with brine, dried over sodium sulfate, filtered and concentrated in vacuo. The residue was chromatog...